Dataset: the Open Reaction Database (ORD), a public repository of structured organic reaction records. Task: describe an organic reaction: reactants, conditions, products, and yield The reactants are CS(=O)(=O)N1CCNCC1, CCO, N#CNc1ccccc1-c1ccccc1. The product is CS(=O)(=O)N1CCN(C(=N)Nc2ccccc2-c2ccccc2)CC1. Reaction SMILES: [CH3:16][S:17](=[O:18])(=[O:19])[N:20]1[CH2:21][CH2:22][NH:23][CH2:24][CH2:25]1.[CH3:26][CH2:27][OH:28].[c:1]1(-[c:10]2[cH:11][cH:12][cH:13][cH:14][cH:15]2)[c:2]([NH:7][C:8]#[N:9])[cH:3][cH:4][cH:5][cH:6]1>>[c:1]1(-[c:10]2[cH:11][cH:12][cH:13][cH:14][cH:15]2)[c:2]([NH:7][C:8](=[NH:9])[N:23]2[CH2:22][CH2:21][N:20]([S:17]([CH3:16])(=[O:18])=[O:19])[CH2:25][CH2:24]2)[cH:3][cH:4][cH:5][cH:6]1. Starting materials: C(C1=CC=CC=C1)(=O)NC1=CC=C(C=C1)C1=CC=C2CN(C(C2=C1)=O)[C@H](C(=O)OC)C(C)C ((S)-Methyl 2-(6-(4-benzamidophenyl)-1-oxoisoindolin-2-yl)-3-methylbutanoate), NC1=CC=C(C=C1)C1=CC=C2CN(C(C2=C1)=O)[C@H](C(=O)OC)C(C)C ((S)-Methyl 2-(6-(4-aminophenyl)-1-oxoisoindolin-2-yl)-3-methylbutanoate), O1COC2=C1C=CC(=C2)C(=O)Cl (benzo[d][1,3]dioxole-5-carbonyl chloride). The product is O1COC2=C1C=CC(=C2)C(=O)NC2=CC=C(C=C2)C2=CC=C1CN(C(C1=C2)=O)[C@H](C(=O)OC)C(C)C ((S)-Methyl 2-(6-(4-(benzo[d][1,3]dioxole-5-carboxamido)phenyl)-1-oxo isoindolin-2-yl)-3-methylbutanoate). Isolated yield 83.7%. As a reaction SMILES: [C:1]([NH:9][C:10]1[CH:15]=[CH:14][C:13]([C:16]2[CH:24]=[C:23]3[C:19]([CH2:20][N:21]([C@@H:26]([CH:31]([CH3:33])[CH3:32])[C:27]([O:29][CH3:30])=[O:28])[C:22]3=[O:25])=[CH:18][CH:17]=2)=[CH:12][CH:11]=1)(=[O:8])[C:2]1[CH:7]=[CH:6][CH:5]=[CH:4][CH:3]=1.NC1C=CC(C2C=C3C(CN([C@@H](C(C)C)[C:52]([O:54]C)=[O:53])C3=O)=CC=2)=CC=1.O1C2C=CC(C(Cl)=O)=CC=2OC1>>[O:53]1[C:5]2[CH:6]=[CH:7][C:2]([C:1]([NH:9][C:10]3[CH:11]=[CH:12][C:13]([C:16]4[CH:24]=[C:23]5[C:19]([CH2:20][N:21]([C@@H:26]([CH:31]([CH3:33])[CH3:32])[C:27]([O:29][CH3:30])=[O:28])[C:22]5=[O:25])=[CH:18][CH:17]=4)=[CH:14][CH:15]=3)=[O:8])=[CH:3][C:4]=2[O:54][CH2:52]1. Procedure: The compound of example 127 was prepared analogous to compound of example 97 by reaction of compound of example 6 with benzo[d][1,3]dioxole-5-carbonyl chloride.